This data is from the Open Reaction Database (ORD), a public repository of structured organic reaction records. The task is: describe an organic reaction: reactants, conditions, products, and yield Starting materials: C(=O)(O)CC=1C=CC(=C(C(=O)O)C1)Cl (5-(Carboxymethyl)-2-chlorobenzoic acid), C(=O)(O)CC=1C=CC(=C(C(=O)O)C1)Cl (5-(Carboxymethyl)-2-chlorobenzoic acid). The reagents and catalysts are [O-2].[O-2].[Mn+4] (Manganese (IV) dioxide). Solvent: C(Cl)Cl (DCM). Reaction conditions: time 8 hour. Product: ClC1=C(C=O)C=C(C=C1)CCO (2-Chloro-5-(2-hydroxyethyl)benzaldehyde). RXN SMILES: [C:1]([CH2:4][C:5]1[CH:6]=[CH:7][C:8]([Cl:14])=[C:9]([CH:13]=1)[C:10](O)=[O:11])(O)=[O:2]>C(Cl)Cl.[O-2].[O-2].[Mn+4]>[Cl:14][C:8]1[CH:7]=[CH:6][C:5]([CH2:4][CH2:1][OH:2])=[CH:13][C:9]=1[CH:10]=[O:11] |f:2.3.4|. Reported procedure: Manganese (IV) dioxide (1.00 g) was added to a solution of 2-(4-chloro-3-(hydroxymethyl)phenyl)ethanol [Aromatic Intermediate 7, step c] (0.200 g) in DCM (5 mL), and the resulting suspension was stirred at room temperature overnight. The mixture was then filtered through Celite, washing the residue well with DCM. The filtrate and washings were concentrated in vacuo to afford the subtitled compound as a colourless oil. Yield 0.197 g. The reactants are NCCCN (1,3-Diaminopropane), C(C1=CC=CC=C1)OC(=O)ON1C(CCC1=O)=O (N-(benzyloxycarbonyloxy)succinimide). Solvent: C(Cl)(Cl)Cl (CHCl3), C(Cl)(Cl)Cl (CHCl3). Conditions: temperature 0 celsius, time 8 hour. Product: C(C1=CC=CC=C1)OC(=O)NCCCN (3-(Benzyloxycarbonylamino)propylamine). Isolated yield 80.0%. Reaction SMILES: [NH2:1][CH2:2][CH2:3][CH2:4][NH2:5].[CH2:6]([O:13][C:14](ON1C(=O)CCC1=O)=[O:15])[C:7]1[CH:12]=[CH:11][CH:10]=[CH:9][CH:8]=1>C(Cl)(Cl)Cl>[CH2:6]([O:13][C:14]([NH:1][CH2:2][CH2:3][CH2:4][NH2:5])=[O:15])[C:7]1[CH:12]=[CH:11][CH:10]=[CH:9][CH:8]=1. Reported procedure: 1,3-Diaminopropane (35.5 g, 0.48 mol) was dissolved in 300 mL CHCl3, and the solution was cooled to 0° C. A solution of N-(benzyloxycarbonyloxy)succinimide (4.5 g, 0.018 mol) in 150 mL CHCl3 was added dropwise over 6 h, with the internal temperature maintained below 10° C. After addition was complete, the reaction solution was stirred at room temperature overnight. The solution was washed with water, dried (Na2SO4), filtered and concentrated in vacuo to provide 3.0 g (80%) of the title compound ... Reactants: C(=O)(OC(C)(C)C)NCCCCCCN (N-Boc-1,6-diaminohexane), C(N)([O-])=O (carbamate), FC(C(=O)O)(F)F (trifluoroactic acid), Cl (hydrochloric acid). The solvent is O1CCOCC1 (dioxane), CCOCC (ether), O1CCOCC1 (dioxane). Reaction conditions: time 8 hour. The product is NCCCCCCNC(C)=N (N-(6-aminohexyl)acetamidine). The yield is 66.0%. RXN SMILES: [C:1](=O)([O-])[NH2:2].F[C:6](F)(F)C(O)=O.Cl.C([NH:20][CH2:21][CH2:22][CH2:23][CH2:24][CH2:25][CH2:26][NH2:27])(OC(C)(C)C)=O>O1CCOCC1.CCOCC>[NH2:20][CH2:21][CH2:22][CH2:23][CH2:24][CH2:25][CH2:26][NH:27][C:1](=[NH:2])[CH3:6]. Procedure details: To a 0° C. stirred solution of 1.0 g (4.62 mmol) of N-Boc-1,6-diaminohexane in 30 ml ethanol was added 0.86 g (4.62 mmol) of intermediate B. After two hours the solution was concentrated, diluted with water (50 ml), and extracted with ether twice. The aqueous phase was freeze-dried to yield 0.9 g of white sticky solid tert-butyl N-(6-((acetimidoyl) amino)hexyl)carbamate intermediate. A suspension of the carbamate above (0.88 g, 3 mmol) in 15 ml dioxane and 7.5 ml trifluoroactic acid was treated ... Reactants: C1(=CC=CC=C1)C(Cl)(C1=CC=CC=C1)C1=CC=CC=C1 (triphenylchloromethane), N1CCNCC1 (Piperazine), O (Water). Run in CN(C=O)C (N,N-dimethylformamide). Reaction conditions: time 8 hour. The product is C1(=CC=CC=C1)C(N1CCNCC1)(C1=CC=CC=C1)C1=CC=CC=C1 (1-(triphenylmethyl)piperazine). The yield is 99.3%. As a reaction SMILES: [NH:1]1[CH2:6][CH2:5][NH:4][CH2:3][CH2:2]1.[C:7]1([C:13]([C:21]2[CH:26]=[CH:25][CH:24]=[CH:23][CH:22]=2)([C:15]2[CH:20]=[CH:19][CH:18]=[CH:17][CH:16]=2)Cl)[CH:12]=[CH:11][CH:10]=[CH:9][CH:8]=1.O>CN(C)C=O>[C:7]1([C:13]([C:15]2[CH:16]=[CH:17][CH:18]=[CH:19][CH:20]=2)([C:21]2[CH:22]=[CH:23][CH:24]=[CH:25][CH:26]=2)[N:1]2[CH2:6][CH2:5][NH:4][CH2:3][CH2:2]2)[CH:8]=[CH:9][CH:10]=[CH:11][CH:12]=1. Procedure: Piperazine (1.00 g, 11.6 mmol) (Wako Pure Chemical Industries, Ltd.) was dissolved in N,N-dimethylformamide (25 mL) (Wako Pure Chemical Industries, Ltd.), and triphenylchloromethane (0.65 g, 2.33 mmol) (Wako Pure Chemical Industries, Ltd.) was added little by little, and the mixture was stirred at room temperature overnight. Water was poured into the reaction solution, and mixture was extracted with ethyl acetate (Wako Pure Chemical Industries, Ltd.). The organic layer was dried with anhydrous s... Reactants: CCO, CC(C)OC1CC2(C)C(CCC3C4CCC(=O)C4(C)CCC32)CC1O, ClCCl, Cc1ccc(S(=O)(=O)NN)cc1. Reaction SMILES: [CH3:38][CH2:39][OH:40].[CH:1]([CH3:2])([CH3:3])[O:4][CH:5]1[CH:6]([OH:25])[CH2:7][CH:8]2[CH2:9][CH2:10][CH:11]3[CH:12]4[CH2:13][CH2:14][C:15](=[O:24])[C:16]4([CH3:17])[CH2:18][CH2:19][CH:20]3[C:21]2([CH3:23])[CH2:22]1.[Cl:41][CH2:42][Cl:43].[c:26]1([CH3:37])[cH:27][cH:28][c:29]([S:32](=[O:33])(=[O:34])[NH:35][NH2:36])[cH:30][cH:31]1>>[CH:1]([CH3:2])([CH3:3])[O:4][CH:5]1[CH:6]([OH:25])[CH2:7][CH:8]2[CH2:9][CH2:10][CH:11]3[CH:12]4[CH2:13][CH2:14][C:15](=[N:36][NH:35][S:32]([c:29]5[cH:28][cH:27][c:26]([CH3:37])[cH:31][cH:30]5)(=[O:33])=[O:34])[C:16]4([CH3:17])[CH2:18][CH2:19][CH:20]3[C:21]2([CH3:23])[CH2:22]1. The product is Cc1ccc(S(=O)(=O)NN=C2CCC3C4CCC5CC(O)C(OC(C)C)CC5(C)C4CCC23C)cc1. The reactants are C(C1=CC=CC=C1)OC([C@@H](C[C@@H](CC1=CC=C(C=C1)C1=CC=CC=C1)NC(C(NNC(C(F)(F)F)=O)=O)=O)C)=O ((2R,4S)-5-biphenyl-4-yl-2-methyl-4-{2-oxo-2-[N′-(2,2,2-trifluoro-acetyl)-hydrazino]-acetylamino}-pentanoic acid benzyl ester), CC[N+](CC)(CC)S(=O)(=O)N=C([O-])OC (Burgess reagent). Run in C1CCOC1 (THF). Reaction conditions: time 30 minute. Product: benzyl ester, C1(=CC=C(C=C1)C[C@H](C[C@H](C(=O)O)C)NC(=O)C=1OC(=NN1)C(F)(F)F)C1=CC=CC=C1 ((2R,4S)-5-biphenyl-4-yl-2-methyl-4-[(5-trifluoromethyl-[1,3,4]oxadiazole-2-carbonyl)-amino]-pentanoic acid). Reaction SMILES: C([O:8][C:9](=[O:40])[C@H:10]([CH3:39])[CH2:11][C@H:12]([NH:26][C:27](=[O:38])[C:28](=[O:37])[NH:29][NH:30][C:31](=O)[C:32]([F:35])([F:34])[F:33])[CH2:13][C:14]1[CH:19]=[CH:18][C:17]([C:20]2[CH:25]=[CH:24][CH:23]=[CH:22][CH:21]=2)=[CH:16][CH:15]=1)C1C=CC=CC=1.CC[N+](S(N=C(OC)[O-])(=O)=O)(CC)CC>C1COCC1>[C:17]1([C:20]2[CH:21]=[CH:22][CH:23]=[CH:24][CH:25]=2)[CH:18]=[CH:19][C:14]([CH2:13][C@@H:12]([NH:26][C:27]([C:28]2[O:37][C:31]([C:32]([F:34])([F:35])[F:33])=[N:30][N:29]=2)=[O:38])[CH2:11][C@@H:10]([CH3:39])[C:9]([OH:8])=[O:40])=[CH:15][CH:16]=1. Procedure details: To a solution of (2R,4S)-5-biphenyl-4-yl-2-methyl-4-{2-oxo-2-[N′-(2,2,2-trifluoro-acetyl)-hydrazino]-acetylamino}-pentanoic acid benzyl ester (177 mg, 0.319 mmol) in THF (10 mL) at room temperature is added Burgess reagent (304 mg, 1.274 mmol). The reaction is carried out in a microwave at 130° C. for 30 minutes. The reaction is quenched by brine and is extracted with ethyl acetate. The combined organic layer is concentrated and purified by reverse phase HPLC [70% to 85% acetonitrile-H2O (contai... Reactants: COC(C1=C(C(=CC(=C1)Br)C)N(CC=1C=NC=CC1)S(=O)(=O)C1=CC=C(C=C1)OC)=O (5-Bromo-2-[(4-methoxy-benzenesulfonyl)-pyridin-3-ylmethyl-amino]-3-methyl-benzoic acid methyl ester), C(C)N(C1=CC=CC=C1)C(C=C)=O (N-ethylacryianilide). The product is COC(C1=C(C(=CC(=C1)C=CC(N(C1=CC=CC=C1)CC)=O)C)N(CC=1C=NC=CC1)S(=O)(=O)C1=CC=C(C=C1)OC)=O (5-[2-(Ethyl-phenyl-carbamoyl)-vinyl]-2-[(4-methoxy-benzenesulfonyl)-pyridin-3-ylmethyl-amino]-3-methyl-benzoic acid methyl ester). Isolated yield 65.4%. As a reaction SMILES: [CH3:1][O:2][C:3](=[O:31])[C:4]1[CH:9]=[C:8](Br)[CH:7]=[C:6]([CH3:11])[C:5]=1[N:12]([S:20]([C:23]1[CH:28]=[CH:27][C:26]([O:29][CH3:30])=[CH:25][CH:24]=1)(=[O:22])=[O:21])[CH2:13][C:14]1[CH:15]=[N:16][CH:17]=[CH:18][CH:19]=1.[CH2:32]([N:34]([C:41](=[O:44])[CH:42]=[CH2:43])[C:35]1[CH:40]=[CH:39][CH:38]=[CH:37][CH:36]=1)[CH3:33]>>[CH3:1][O:2][C:3](=[O:31])[C:4]1[CH:9]=[C:8]([CH:43]=[CH:42][C:41](=[O:44])[N:34]([CH2:32][CH3:33])[C:35]2[CH:40]=[CH:39][CH:38]=[CH:37][CH:36]=2)[CH:7]=[C:6]([CH3:11])[C:5]=1[N:12]([S:20]([C:23]1[CH:28]=[CH:27][C:26]([O:29][CH3:30])=[CH:25][CH:24]=1)(=[O:22])=[O:21])[CH2:13][C:14]1[CH:15]=[N:16][CH:17]=[CH:18][CH:19]=1. Reported procedure: In the same manner as described in Example 203, 550.4 mg (1.0 mmol) of the product of Example 89 and 425 mg (2.43 mniol) of N-ethylacryianilide provided 392 mg (65%) of the desired product as a brown solid. Electrospray Mass Spec 600(M+H).